Dataset: the Open Reaction Database (ORD), a public repository of structured organic reaction records. Task: describe an organic reaction: reactants, conditions, products, and yield Reactants: CCOC(=O)Cc1cc(Oc2ccc(Br)cc2CN2C(=O)OC(c3ccccc3)C2C)ccc1Cl, C1COCCO1, [Li+], [OH-]. The product is CC1C(c2ccccc2)OC(=O)N1Cc1cc(Br)ccc1Oc1ccc(Cl)c(CC(=O)O)c1. As a reaction SMILES: [CH2:1]([CH3:2])[O:3][C:4]([CH2:5][c:6]1[c:7]([Cl:34])[cH:8][cH:9][c:10]([O:12][c:13]2[c:14]([CH2:20][N:21]3[C:22](=[O:33])[O:23][CH:24]([c:27]4[cH:28][cH:29][cH:30][cH:31][cH:32]4)[CH:25]3[CH3:26])[cH:15][c:16]([Br:19])[cH:17][cH:18]2)[cH:11]1)=[O:35].[CH2:38]1[O:39][CH2:40][CH2:41][O:42][CH2:43]1.[Li+:36].[OH-:37]>>[O:3]=[C:4]([CH2:5][c:6]1[c:7]([Cl:34])[cH:8][cH:9][c:10]([O:12][c:13]2[c:14]([CH2:20][N:21]3[C:22](=[O:33])[O:23][CH:24]([c:27]4[cH:28][cH:29][cH:30][cH:31][cH:32]4)[CH:25]3[CH3:26])[cH:15][c:16]([Br:19])[cH:17][cH:18]2)[cH:11]1)[OH:35]. The reactants are Cc1cc(Nc2cc3ccccc3c(Cl)n2)n[nH]1, Oc1ccccc1. Product: Cc1cc(Nc2cc3ccccc3c(Oc3ccccc3)n2)n[nH]1. Reaction SMILES: [Cl:8][c:9]1[n:10][c:11]([NH:19][c:20]2[n:21][nH:22][c:23]([CH3:25])[cH:24]2)[cH:12][c:13]2[cH:14][cH:15][cH:16][cH:17][c:18]12.[OH:1][c:2]1[cH:3][cH:4][cH:5][cH:6][cH:7]1>>[O:1]([c:2]1[cH:3][cH:4][cH:5][cH:6][cH:7]1)[c:9]1[n:10][c:11]([NH:19][c:20]2[n:21][nH:22][c:23]([CH3:25])[cH:24]2)[cH:12][c:13]2[cH:14][cH:15][cH:16][cH:17][c:18]12. Starting materials: OC1=C(C=C(C=C1)C(C)=O)OC (1-(4-hydroxy-3-methoxyphenyl)ethanone), C([O-])([O-])=O.[K+].[K+] (potassium carbonate), BrCCCCl (1-bromo-3-chloropropane). Run in CN(C=O)C (N,N-dimethylformamide), CN(C=O)C (N,N-dimethylformamide). Conditions: time 10 hour. The product is ClCCCOC1=C(C=C(C=C1)C(C)=O)OC (1-(4-(3-chloropropoxy)-3-methoxyphenyl)ethanone). The yield is 243.5%. As a reaction SMILES: [OH:1][C:2]1[CH:7]=[CH:6][C:5]([C:8](=[O:10])[CH3:9])=[CH:4][C:3]=1[O:11][CH3:12].C(=O)([O-])[O-].[K+].[K+].Br[CH2:20][CH2:21][CH2:22][Cl:23]>CN(C)C=O>[Cl:23][CH2:22][CH2:21][CH2:20][O:1][C:2]1[CH:7]=[CH:6][C:5]([C:8](=[O:10])[CH3:9])=[CH:4][C:3]=1[O:11][CH3:12] |f:1.2.3|. Reported procedure: A stirred solution of 1-(4-hydroxy-3-methoxyphenyl)ethanone (600 g, 3.61 mol, Purchased from Shanghai Bangcheng Chemical Co., Ltd.) and anhydrous potassium carbonate (698 g, 5.055 mol) in 2500 mL of N,N-dimethylformamide was added drop-wise with an N,N-dimethylformamide solution of 1-bromo-3-chloropropane (795.9 g, 1.4 mol) while maintaining the temperature below 25° C. Then the resulted mixture was kept at 25° C. for 10 h. After completion of the reaction, the precipitate was filtered and the f... Reaction conditions: time 30 minute. RXN SMILES: [SH:1][CH2:2][CH2:3][OH:4].[OH-].[Na+].CS([C@H:11]1[NH:14][C:13](=[O:15])[C@H:12]1[NH:16][C:17]([C:30]1[CH:35]=[CH:34][CH:33]=[CH:32][CH:31]=1)([C:24]1[CH:29]=[CH:28][CH:27]=[CH:26][CH:25]=1)[C:18]1[CH:23]=[CH:22][CH:21]=[CH:20][CH:19]=1)(=O)=O>O1CCCC1>[OH:4][CH2:3][CH2:2][S:1][C@H:11]1[NH:14][C:13](=[O:15])[C@H:12]1[NH:16][C:17]([C:18]1[CH:23]=[CH:22][CH:21]=[CH:20][CH:19]=1)([C:30]1[CH:31]=[CH:32][CH:33]=[CH:34][CH:35]=1)[C:24]1[CH:25]=[CH:26][CH:27]=[CH:28][CH:29]=1 |f:1.2|. The product is OCCS[C@@H]1[C@@H](C(N1)=O)NC(C1=CC=CC=C1)(C1=CC=CC=C1)C1=CC=CC=C1 ((3R,4R)-4-[[2-(hydroxy)ethyl]thio]-3-tritylamino-2-azetidinone). Solvent: O1CCCC1 (tetrahydrofuran). The yield is 46.1%. Starting materials: SCCO (2-mercaptoethanol), [OH-].[Na+] (sodium hydroxide), CS(=O)(=O)[C@@H]1[C@@H](C(N1)=O)NC(C1=CC=CC=C1)(C1=CC=CC=C1)C1=CC=CC=C1 ((3R,4R)-4-methylsulfonyl-3-tritylamino-2-azetidinone). Procedure: Under ice-cooling, 2.58 g of 2-mercaptoethanol and 33 ml of 1N sodium hydroxide are added to a solution of 12.2 g of (3R,4R)-4-methylsulfonyl-3-tritylamino-2-azetidinone in 150 ml of tetrahydrofuran, and the mixture is stirred for 30 minutes. The solvent is then distilled off under reduced pressure and 150 ml of ethyl acetate is added. The ethyl acetate layer is separated, washed with saturated aqueous sodium chloride, dried over anhydrous magnesium sulfate and concentrated under reduced pressur... The reactants are COc1ccc(-c2nc(CNC(=O)OCc3ccccc3)sc2-c2cccnc2)cc1, C1CCOC1. Yields the product COc1ccc(-c2nc(CN)sc2-c2cccnc2)cc1. Reaction SMILES: [CH2:1]([O:2][C:3](=[O:4])[NH:11][CH2:12][c:13]1[s:14][c:15](-[c:26]2[cH:27][n:28][cH:29][cH:30][cH:31]2)[c:16](-[c:18]2[cH:19][cH:20][c:21]([O:24][CH3:25])[cH:22][cH:23]2)[n:17]1)[c:5]1[cH:6][cH:7][cH:8][cH:9][cH:10]1.[O:32]1[CH2:33][CH2:34][CH2:35][CH2:36]1>>[NH2:11][CH2:12][c:13]1[s:14][c:15](-[c:26]2[cH:27][n:28][cH:29][cH:30][cH:31]2)[c:16](-[c:18]2[cH:19][cH:20][c:21]([O:24][CH3:25])[cH:22][cH:23]2)[n:17]1. Starting materials: C(C)(=O)OCCCCC(C(=O)O)(C)C (6-Acetoxy-2,2-dimethylhexanoic acid), Br (hydrobromic acid), O (water). Run at temperature 130 celsius. Product: BrCCCCC(C(=O)O)(C)C (6-bromo-2,2-dimethylhexanoic acid). The yield is 91.0%. As a reaction SMILES: C(O[CH2:5][CH2:6][CH2:7][CH2:8][C:9]([CH3:14])([CH3:13])[C:10]([OH:12])=[O:11])(=O)C.O.[BrH:16]>>[Br:16][CH2:5][CH2:6][CH2:7][CH2:8][C:9]([CH3:14])([CH3:13])[C:10]([OH:12])=[O:11]. Procedure: 6-Acetoxy-2,2-dimethylhexanoic acid (4.5 g) was dissolved in 47% aqueous hydrobromic acid (25 ml), and the solution was heated at 130° C. for 4 hours. After the completion of the reaction, water (100 ml) was added to the solution, and the product was extracted with ether. The organic layer was washed with water, dried and concentrated under reduced pressure. The residue was chromatographed on a column of silica gel, and development with isopropyl ether yielded 6-bromo-2,2-dimethylhexanoic acid (... Reactants: C(C(=O)O)(=O)O.C(C)(C)(C)OC(CN(C1CC2=CC=CC=C2C1)C([C@@H](N)C)=O)=O (L-alanyl-N-(indan-2-yl)glycine tert-butyl ester oxalate), C(CCC)[N-]C(C(CCC1=CC=CC=C1)=O)=O (N-butyl-2-oxo-4-phenylbutyrylamide). Yields the product C(C)(C)(C)OC(CN(C1CC2=CC=CC=C2C1)C([C@@H](NC(CCC1=CC=CC=C1)C(=O)NCCCC)C)=O)=O (N-(1-butylaminocarbonyl-3-phenylpropyl)-L-alanyl-N-(indan-2-yl)glycine tert-butyl ester). Yield: 19.1%. Reaction SMILES: C(O)(=O)C(O)=O.[C:7]([O:11][C:12](=[O:29])[CH2:13][N:14]([C:24](=[O:28])[C@H:25]([CH3:27])[NH2:26])[CH:15]1[CH2:23][C:22]2[C:17](=[CH:18][CH:19]=[CH:20][CH:21]=2)[CH2:16]1)([CH3:10])([CH3:9])[CH3:8].[CH2:30]([N-:34][C:35](=[O:46])[C:36](=O)[CH2:37][CH2:38][C:39]1[CH:44]=[CH:43][CH:42]=[CH:41][CH:40]=1)[CH2:31][CH2:32][CH3:33]>>[C:7]([O:11][C:12](=[O:29])[CH2:13][N:14]([C:24](=[O:28])[C@H:25]([CH3:27])[NH:26][CH:36]([C:35]([NH:34][CH2:30][CH2:31][CH2:32][CH3:33])=[O:46])[CH2:37][CH2:38][C:39]1[CH:40]=[CH:41][CH:42]=[CH:43][CH:44]=1)[CH:15]1[CH2:23][C:22]2[C:17](=[CH:18][CH:19]=[CH:20][CH:21]=2)[CH2:16]1)([CH3:8])([CH3:10])[CH3:9] |f:0.1|. Reported procedure: By reacting L-alanyl-N-(indan-2-yl)glycine tert-butyl ester oxalate (2.0 g) with N-butyl-2-oxo-4-phenylbutyrylamide (4.0 g) in a similar manner to that of Example 2, there is obtained N-(1-butylaminocarbonyl-3-phenylpropyl)-L-alanyl-N-(indan-2-yl)glycine tert-butyl ester (0.5 g) as colorless oil. The reactants are C(C)(=O)O[BH-](OC(C)=O)OC(C)=O.[Na+] (Sodium triacetoxyborohydride), C(C)(C)(C)OC(=O)CNC1CC(CC1)=O (3-[(tert-butyloxycarbonyl)methylamino]cyclopentan-1-one), CC1CCNCC1 (4-methylpiperidine), C(C)(=O)O (acetic acid), [OH-].[Na+] (sodium hydroxide), Cl (hydrogen chloride), C(C)OCC (diethyl ether). The solvent is ClCCCl (1,2-dichloroethane). Reaction conditions: time 22 hour. Yields the product Cl.C(C)(C)(C)OC(=O)CN[C@@H]1C[C@@H](CC1)N1CCC(CC1)C (cis-1-[(tert-Butyloxycarbonyl)methylamino]-3-(4-methylpiperidin -1-yl)cyclopentane hydrochloride). The yield is 35.0%. As a reaction SMILES: C(O[BH-](OC(=O)C)OC(=O)C)(=O)C.[Na+].[C:15]([O:19][C:20]([CH2:22][NH:23][CH:24]1[CH2:28][CH2:27][C:26](=O)[CH2:25]1)=[O:21])([CH3:18])([CH3:17])[CH3:16].[CH3:30][CH:31]1[CH2:36][CH2:35][NH:34][CH2:33][CH2:32]1.C(O)(=O)C.[OH-].[Na+].[ClH:43].C(OCC)C>ClCCCl>[ClH:43].[C:15]([O:19][C:20]([CH2:22][NH:23][C@H:24]1[CH2:28][CH2:27][C@@H:26]([N:34]2[CH2:35][CH2:36][CH:31]([CH3:30])[CH2:32][CH2:33]2)[CH2:25]1)=[O:21])([CH3:18])([CH3:17])[CH3:16] |f:0.1,5.6,10.11|. Procedure details: Sodium triacetoxyborohydride (3.37 g, 15.9 mmol) was added to a solution of 3-[(tert-butyloxycarbonyl)methylamino]cyclopentan-1-one (2.42 g, 11.3 mmol), 4-methylpiperidine (1.2 ml, 10 mmol) and acetic acid (0.65 ml, 11 mmol) in 1,2-dichloroethane (40 ml). The resulting mixture was stirred at room temperature overnight (22 h). 1M Aqueous sodium hydroxide (100 ml) was added and the mixture extracted with dichloromethane (2×40 ml). The combined extracts were dried (MgSO4) and evaporated. The residu... Reactants: C[C@@H]1C[C@@H]([C@@H]2[C@H](C[C@H]([C@@](O2)(C(=O)C(=O)N3CCCC[C@H]3C(=O)O[C@@H]([C@@H]([C@H](CC(=O)[C@@H](/C=C(/C1)\C)CC=C)O)C)/C(=C/[C@@H]4CC[C@H]([C@@H](C4)OC)O)/C)O)C)OC)OC (FR-900506), N(=C=O)CCCC(=O)OCC[Si](C)(C)C (2-trimethylsilylethyl 4-isocyanatobutyrate), C1=CC=CC=C1 (benzene). Reagents/catalysts: C(C)N(CC)CC (triethylamine). Reaction conditions: time 2 hour. Yields the product CC(C(CCCCCCC(CCCCCC(CC=CCCCCCCCCC)=O)=O)=O)=O (octacos-18-ene-2,3,10,16-tetraone). Reaction SMILES: C[C@H:2]1[CH2:33][C:32](C)=[CH:31][C@@H:30](CC=C)[C:28](=[O:29])[CH2:27][C@H:26](O)[C@@H:25](C)[C@@H:24](/[C:40](/C)=[CH:41]/[C@H:42]2[CH2:47][C@@H:46](OC)[C@H:45](O)[CH2:44][CH2:43]2)OC(=O)[C@H]2N(CCCC2)C(=O)C(=O)[C@]2(O)[O:10][C@@H:5]([C@@H:6](OC)C[C@H]2C)[C@@H:4]([O:56]C)[CH2:3]1.N(CCCC(OCC[Si](C)(C)C)=O)=C=[O:60].[CH:73]1[CH:78]=[CH:77][CH:76]=[CH:75][CH:74]=1>C(N(CC)CC)C>[CH3:6][C:5](=[O:10])[C:4](=[O:56])[CH2:3][CH2:2][CH2:33][CH2:32][CH2:31][CH2:30][C:28](=[O:29])[CH2:27][CH2:26][CH2:25][CH2:24][CH2:40][C:41](=[O:60])[CH2:42][CH:43]=[CH:44][CH2:45][CH2:46][CH2:47][CH2:73][CH2:78][CH2:77][CH2:76][CH2:75][CH3:74]. Procedure: A solution of the FR-900506 substance (310 mg), 2-trimethylsilylethyl 4-isocyanatobutyrate (350 mg) and triethylamine (6 drops) in anhydrous benzene (4 ml) was heated at 50° C. with stirring for 2 hours. The reaction mixture was allowed to stand at room temperature overnight. The mixture was concentrated to dryness under reduced processure to leave a residue, which was chromatographed on silica gel in chloroform. Elution was carried out with chloroform to give 17-allyl-12-[2-[3-methoxy-4-{3-(2-t... As a reaction SMILES: [F:1][C:2]([F:7])([F:6])[C:3]([OH:5])=[O:4].[F:8][C:9]([F:14])([F:13])[C:10]([OH:12])=[O:11].FC(F)(F)C(O)=O.[Cl:22][C:23]1[CH:24]=[N:25][C:26]2[NH:27][C:28]3[CH:29]=[N:30][CH:31]=[C:32]([CH:53]=3)[CH2:33][CH2:34][C:35]3[CH:43]=[C:39]([NH:40][C:41]=1[N:42]=2)[CH:38]=[CH:37][C:36]=3[NH:44][C:45](=[O:52])[CH2:46][C@@H:47]1[CH2:51][CH2:50][NH:49][CH2:48]1.[F:54][C:55]1[CH:60]=[CH:59][CH:58]=[C:57]([N:61]=[C:62]=[O:63])[CH:56]=1>>[F:1][C:2]([F:7])([F:6])[C:3]([OH:5])=[O:4].[F:8][C:9]([F:14])([F:13])[C:10]([OH:12])=[O:11].[Cl:22][C:23]1[CH:24]=[N:25][C:26]2[NH:27][C:28]3[CH:29]=[N:30][CH:31]=[C:32]([CH:53]=3)[CH2:33][CH2:34][C:35]3[CH:43]=[C:39]([NH:40][C:41]=1[N:42]=2)[CH:38]=[CH:37][C:36]=3[NH:44][C:45](=[O:52])[CH2:46][C@@H:47]1[CH2:51][CH2:50][N:49]([C:62]([NH:61][C:57]2[CH:58]=[CH:59][CH:60]=[C:55]([F:54])[CH:56]=2)=[O:63])[CH2:48]1 |f:0.1.2.3,5.6.7|. Yields the product FC(C(=O)O)(F)F.FC(C(=O)O)(F)F.ClC=1C=NC=2NC=3C=NC=C(CCC4=C(C=CC(NC1N2)=C4)NC(C[C@H]4CN(CC4)C(=O)NC4=CC(=CC=C4)F)=O)C3 ((3S)-3-(2-{[6-Chloro-2,4,8,18,22-pentaazatetracyclo[14.3.1.1(3,7).1(9,13)]docosa-1(20),3(22),4,6,9(21),10,12,16,18-nonaen-12-yl]amino}-2-oxoethyl)-N-(3-fluorophenyl)pyrrolidine-1-carboxamide bis(trifluoroacetate)). Isolated yield 80.0%. The reactants are FC(C(=O)O)(F)F.FC(C(=O)O)(F)F.FC(C(=O)O)(F)F.ClC=1C=NC=2NC=3C=NC=C(CCC4=C(C=CC(NC1N2)=C4)NC(C[C@H]4CNCC4)=O)C3 (N-[6-chloro-2,4,8,18,22-pentaazatetracyclo[14.3.1.1(3,7).1(9,13)]docosa-1(20),3(22),4,6,9(21),10,12,16,18-nonaen-12-yl]-2-[(3S)-pyrrolidin-3-yl]acetamide tris(trifluoroacetate)), FC1=CC(=CC=C1)N=C=O (1-fluoro-3-isocyanatobenzene). Procedure: The desired compound was prepared according to the procedure of Example D41 using N-[6-chloro-2,4,8,18,22-pentaazatetracyclo[14.3.1.1(3,7).1(9,13)]docosa-1(20),3(22),4,6,9(21),10,12,16,18-nonaen-12-yl]-2-[(3S)-pyrrolidin-3-yl]acetamide tris(trifluoroacetate) and 1-fluoro-3-isocyanatobenzene as the starting materials in 80% yield. LCMS for C30H29ClFN8O2 (M+H)+: m/z=587.0.